Dataset: the Open Reaction Database (ORD), a public repository of structured organic reaction records. Task: describe an organic reaction: reactants, conditions, products, and yield Starting materials: O=C1c2ccccc2C(=O)N1Cc1ccc2c(c1)ncn2-c1cccc(Br)c1, O=C([O-])[O-], OCCCO, COCCOC, [K+], [K+], O, Cl[Pd]Cl, c1ccc(P(c2ccccc2)c2ccccc2)cc1, c1ccc(P(c2ccccc2)c2ccccc2)cc1, OB(O)c1cccnc1. Yields the product O=C1c2ccccc2C(=O)N1Cc1ccc2c(c1)ncn2-c1cccc(-c2cccnc2)c1. RXN SMILES: [Br:1][c:2]1[cH:3][c:4](-[n:8]2[cH:9][n:10][c:11]3[c:12]2[cH:13][cH:14][c:15]([CH2:17][N:18]2[C:19](=[O:28])[c:20]4[cH:21][cH:22][cH:23][cH:24][c:25]4[C:26]2=[O:27])[cH:16]3)[cH:5][cH:6][cH:7]1.[C:38](=[O:39])([O-:40])[O-:41].[CH2:44]([OH:45])[CH2:46][CH2:47][OH:48].[CH2:49]([CH2:50][O:51][CH3:52])[O:53][CH3:54].[K+:42].[K+:43].[OH2:55].[Pd:56]([Cl:57])[Cl:58].[c:59]1([P:60]([c:61]2[cH:62][cH:63][cH:64][cH:65][cH:66]2)[c:67]2[cH:68][cH:69][cH:70][cH:71][cH:72]2)[cH:73][cH:74][cH:75][cH:76][cH:77]1.[c:78]1([P:79]([c:80]2[cH:81][cH:82][cH:83][cH:84][cH:85]2)[c:86]2[cH:87][cH:88][cH:89][cH:90][cH:91]2)[cH:92][cH:93][cH:94][cH:95][cH:96]1.[n:29]1[cH:30][c:31]([B:35]([OH:36])[OH:37])[cH:32][cH:33][cH:34]1>>[c:2]1(-[c:31]2[cH:30][n:29][cH:34][cH:33][cH:32]2)[cH:3][c:4](-[n:8]2[cH:9][n:10][c:11]3[c:12]2[cH:13][cH:14][c:15]([CH2:17][N:18]2[C:19](=[O:28])[c:20]4[cH:21][cH:22][cH:23][cH:24][c:25]4[C:26]2=[O:27])[cH:16]3)[cH:5][cH:6][cH:7]1.